Dataset: the Open Reaction Database (ORD), a public repository of structured organic reaction records. Task: describe an organic reaction: reactants, conditions, products, and yield Starting materials: NCCC1=CC=C(C=C1)NC[C@@H](O)C1=CC=CC=C1 ((S)-2-[4-(2-aminoethyl)-phenylamino]-1-phenylethanol), C(C1=CC=CC=C1)OC=1C=CC(=C2C=CC(NC12)=O)[C@H](CBr)O[Si](C)(C)C(C)(C)C (8-benzyloxy-5-[(R)-2-bromo-1-(tert-butyldimethylsilanyloxy)ethyl]-1H-quinolin-2-one). Run in CS(=O)C (dimethyl sulfoxide). Run at temperature 120 celsius. Yields the product O[C@H](CNC1=CC=C(C=C1)CCNC[C@H](O[Si](C)(C)C(C)(C)C)C1=C2C=CC(NC2=C(C=C1)OCC1=CC=CC=C1)=O)C1=CC=CC=C1 (5-((R)-2-{2-[4-((S)-2-hydroxy-2-phenylethylamino)phenyl]-ethylamino}-1-(tert-butyldimethylsilanyloxy)ethyl)-8-benzyloxy-1H-quinolin-2-one). RXN SMILES: [NH2:1][CH2:2][CH2:3][C:4]1[CH:9]=[CH:8][C:7]([NH:10][CH2:11][C@H:12]([C:14]2[CH:19]=[CH:18][CH:17]=[CH:16][CH:15]=2)[OH:13])=[CH:6][CH:5]=1.[CH2:20]([O:27][C:28]1[CH:29]=[CH:30][C:31]([C@@H:39]([O:42][Si:43]([C:46]([CH3:49])([CH3:48])[CH3:47])([CH3:45])[CH3:44])[CH2:40]Br)=[C:32]2[C:37]=1[NH:36][C:35](=[O:38])[CH:34]=[CH:33]2)[C:21]1[CH:26]=[CH:25][CH:24]=[CH:23][CH:22]=1>CS(C)=O>[OH:13][C@@H:12]([C:14]1[CH:19]=[CH:18][CH:17]=[CH:16][CH:15]=1)[CH2:11][NH:10][C:7]1[CH:8]=[CH:9][C:4]([CH2:3][CH2:2][NH:1][CH2:40][C@@H:39]([C:31]2[CH:30]=[CH:29][C:28]([O:27][CH2:20][C:21]3[CH:26]=[CH:25][CH:24]=[CH:23][CH:22]=3)=[C:37]3[C:32]=2[CH:33]=[CH:34][C:35](=[O:38])[NH:36]3)[O:42][Si:43]([C:46]([CH3:49])([CH3:48])[CH3:47])([CH3:45])[CH3:44])=[CH:5][CH:6]=1. Procedure details: Under nitrogen, (S)-2-[4-(2-aminoethyl)-phenylamino]-1-phenylethanol (1.7 g, 6.6 mmol) and 8-benzyloxy-5-[(R)-2-bromo-1-(tert-butyldimethylsilanyloxy)ethyl]-1H-quinolin-2-one (1.5 g, 3.1 mmol) were treated with dimethyl sulfoxide (4.0 mL) and heated to 120° C. for 40 minutes. The mixture was cooled slowly to room temperature and partitioned between water and ethyl acetate (after removal of some insoluble gummy residue by decantation). The organics were washed with 0.9 M sodium acetate/acetic aci... The reactants are CC(NC(=O)OC(C)(C)C)C(=O)N1CCCC1C(=O)NC1CC(=O)OC1OCc1ccccc1, Nc1c(F)c(F)c(C(=O)O)c(F)c1F, CC(NC(=O)c1ccc(N)c(Cl)c1)C(=O)N1CCCC1C(=O)NC1CC(=O)OC1OCCc1ccccc1. The product is CC(NC(=O)c1c(F)c(F)c(N)c(F)c1F)C(=O)N1CCCC1C(=O)NC1CC(=O)OC1OCc1ccccc1. Reaction SMILES: [C:1]([CH3:3])([CH3:4])([O:5][C:6](=[O:2])[NH:7][CH:8]([C:9](=[O:10])[N:11]1[CH:12]([C:16]([NH:17][CH:18]2[CH:19]([O:24][CH2:25][c:26]3[cH:27][cH:28][cH:29][cH:30][cH:31]3)[O:20][C:21](=[O:23])[CH2:22]2)=[O:32])[CH2:13][CH2:14][CH2:15]1)[CH3:33])[CH3:34].[NH2:35][c:36]1[c:37]([F:48])[c:38]([F:47])[c:39]([C:40]([OH:41])=[O:42])[c:43]([F:46])[c:44]1[F:45].[O:49]=[C:50]1[O:51][CH:52]([O:53][CH2:54][CH2:55][c:56]2[cH:57][cH:58][cH:59][cH:60][cH:61]2)[CH:62]([NH:63][C:64]([CH:65]2[CH2:66][CH2:67][CH2:68][N:69]2[C:70](=[O:71])[CH:72]([NH:73][C:74](=[O:75])[c:76]2[cH:77][cH:78][c:79]([NH2:80])[c:81]([Cl:82])[cH:83]2)[CH3:84])=[O:85])[CH2:86]1>>[O:5]=[C:6]([NH:7][CH:8]([C:9](=[O:10])[N:11]1[CH:12]([C:16]([NH:17][CH:18]2[CH:19]([O:24][CH2:25][c:26]3[cH:27][cH:28][cH:29][cH:30][cH:31]3)[O:20][C:21](=[O:23])[CH2:22]2)=[O:32])[CH2:13][CH2:14][CH2:15]1)[CH3:33])[c:39]1[c:38]([F:47])[c:37]([F:48])[c:36]([NH2:35])[c:44]([F:45])[c:43]1[F:46].